Dataset: the Open Reaction Database (ORD), a public repository of structured organic reaction records. Task: describe an organic reaction: reactants, conditions, products, and yield Reactants: Cc1ccccc1, Cc1cc(C)c(N)c(Cl)n1, [Na+], [OH-], BrP(Br)Br. Product: Cc1cc(C)c(N)c(Br)n1. As a reaction SMILES: [CH3:17][c:18]1[cH:19][cH:20][cH:21][cH:22][cH:23]1.[Cl:1][c:2]1[n:3][c:4]([CH3:10])[cH:5][c:6]([CH3:9])[c:7]1[NH2:8].[Na+:16].[OH-:15].[P:11]([Br:12])([Br:13])[Br:14]>>[c:2]1([Br:12])[n:3][c:4]([CH3:10])[cH:5][c:6]([CH3:9])[c:7]1[NH2:8]. Reactants: CCOC(=O)C=Cc1ccc(Br)cc1, CCCCCCCNC(=O)N(C)c1cccc(B2OC(C)(C)C(C)(C)O2)c1, CN(C)C=O, [K+], [K+], [K+], O, O=P([O-])([O-])[O-], c1ccc(P(c2ccccc2)(c2ccccc2)[Pd](P(c2ccccc2)(c2ccccc2)c2ccccc2)(P(c2ccccc2)(c2ccccc2)c2ccccc2)P(c2ccccc2)(c2ccccc2)c2ccccc2)cc1. Yields the product CCCCCCCNC(=O)N(C)c1cccc(-c2ccc(C=CC(=O)OCC)cc2)c1. Reaction SMILES: [Br:28][c:29]1[cH:30][cH:31][c:32]([CH:33]=[CH:34][C:35](=[O:36])[O:37][CH2:38][CH3:39])[cH:40][cH:41]1.[CH2:1]([CH2:2][CH2:3][CH2:4][CH2:5][CH2:6][CH3:7])[NH:8][C:9]([N:10]([c:11]1[cH:12][c:13]([B:17]2[O:18][C:19]([CH3:20])([CH3:21])[C:22]([CH3:23])([CH3:24])[O:25]2)[cH:14][cH:15][cH:16]1)[CH3:26])=[O:27].[CH3:42][N:43]([CH3:44])[CH:45]=[O:46].[K+:52].[K+:53].[K+:54].[OH2:132].[P:47]([O-:48])([O-:49])([O-:50])=[O:51].[cH:55]1[cH:56][cH:57][c:58]([P:59]([Pd:60]([P:61]([c:62]2[cH:63][cH:64][cH:65][cH:66][cH:67]2)([c:68]2[cH:69][cH:70][cH:71][cH:72][cH:73]2)[c:74]2[cH:75][cH:76][cH:77][cH:78][cH:79]2)([P:80]([c:81]2[cH:82][cH:83][cH:84][cH:85][cH:86]2)([c:87]2[cH:88][cH:89][cH:90][cH:91][cH:92]2)[c:93]2[cH:94][cH:95][cH:96][cH:97][cH:98]2)[P:99]([c:100]2[cH:101][cH:102][cH:103][cH:104][cH:105]2)([c:106]2[cH:107][cH:108][cH:109][cH:110][cH:111]2)[c:112]2[cH:113][cH:114][cH:115][cH:116][cH:117]2)([c:118]2[cH:119][cH:120][cH:121][cH:122][cH:123]2)[c:124]2[cH:125][cH:126][cH:127][cH:128][cH:129]2)[cH:130][cH:131]1>>[CH2:1]([CH2:2][CH2:3][CH2:4][CH2:5][CH2:6][CH3:7])[NH:8][C:9]([N:10]([c:11]1[cH:12][c:13](-[c:29]2[cH:30][cH:31][c:32]([CH:33]=[CH:34][C:35](=[O:36])[O:37][CH2:38][CH3:39])[cH:40][cH:41]2)[cH:14][cH:15][cH:16]1)[CH3:26])=[O:27]. The reactants are ClC1=CC(=C(N=N1)C1=CC=C(C=C1)SC)C1=CC=C(C=C1)F (6-chloro-4-(4-fluorophenyl)-3-[4-(methylthio)phenyl]pyridazine), C1(=CC=CC=C1)S (thiophenol). Yields the product CSC1=CC=C(C=C1)C=1N=NC(=CC1C1=CC=C(C=C1)SC1=CC=CC=C1)SC1=CC=CC=C1 (3-[4-(methylthio)phenyl]-6-phenylthio-4-[4-(phenylthio)phenyl]pyridazine), oil. Isolated yield 73.1%. As a reaction SMILES: Cl[C:2]1[N:7]=[N:6][C:5]([C:8]2[CH:13]=[CH:12][C:11]([S:14][CH3:15])=[CH:10][CH:9]=2)=[C:4]([C:16]2[CH:21]=[CH:20][C:19](F)=[CH:18][CH:17]=2)[CH:3]=1.[C:23]1([SH:29])[CH:28]=[CH:27][CH:26]=[CH:25][CH:24]=1>>[CH3:15][S:14][C:11]1[CH:12]=[CH:13][C:8]([C:5]2[N:6]=[N:7][C:2]([S:14][C:11]3[CH:12]=[CH:13][CH:8]=[CH:9][CH:10]=3)=[CH:3][C:4]=2[C:16]2[CH:21]=[CH:20][C:19]([S:29][C:23]3[CH:28]=[CH:27][CH:26]=[CH:25][CH:24]=3)=[CH:18][CH:17]=2)=[CH:9][CH:10]=1. Procedure: In a similar manner as in Example 2, 6-chloro-4-(4-fluorophenyl)-3-[4-(methylthio)phenyl]pyridazine (198 mg, 0.599 mmol) and thiophenol (165 mg, 1.5 mmol) were reacted as starting materials at 150° C. for 20 hours and post-treatment was then conducted, whereby the title compound was obtained as a yellow oil (217 mg, 73.1%). Starting materials: CC[NH+](CC)CC, ClCCl, CN(C)C=O, O=C(Cl)C(=O)Cl, O=C([O-])C(=NOC(c1ccccc1)(c1ccccc1)c1ccccc1)c1cccs1. The product is O=C(Cl)C(=NOC(c1ccccc1)(c1ccccc1)c1ccccc1)c1cccs1. Reaction SMILES: [CH2:31]([NH+:32]([CH2:33][CH3:34])[CH2:35][CH3:36])[CH3:37].[CH2:49]([Cl:50])[Cl:51].[CH3:44][N:45]([CH3:46])[CH:47]=[O:48].[Cl:38][C:39]([C:40]([Cl:41])=[O:42])=[O:43].[c:1]1([C:7]([O:8][N:9]=[C:10]([C:11](=[O:12])[O-:13])[c:14]2[s:15][cH:16][cH:17][cH:18]2)([c:19]2[cH:20][cH:21][cH:22][cH:23][cH:24]2)[c:25]2[cH:26][cH:27][cH:28][cH:29][cH:30]2)[cH:2][cH:3][cH:4][cH:5][cH:6]1>>[c:1]1([C:7]([O:8][N:9]=[C:10]([C:11](=[O:12])[Cl:38])[c:14]2[s:15][cH:16][cH:17][cH:18]2)([c:19]2[cH:20][cH:21][cH:22][cH:23][cH:24]2)[c:25]2[cH:26][cH:27][cH:28][cH:29][cH:30]2)[cH:2][cH:3][cH:4][cH:5][cH:6]1. Starting materials: aqueous solution, CN (methylamine), ClS(=O)(=O)C=1C=C2CCCOC2=C(C1)C(=O)O (6-chlorosulphonylchroman-8-carboxylic acid). The product is CNS(=O)(=O)C=1C=C2CCCOC2=C(C1)C(=O)O (6-Methylsulphamoylchroman-8-carboxylic acid). As a reaction SMILES: [CH3:1][NH2:2].Cl[S:4]([C:7]1[CH:8]=[C:9]2[C:14](=[C:15]([C:17]([OH:19])=[O:18])[CH:16]=1)[O:13][CH2:12][CH2:11][CH2:10]2)(=[O:6])=[O:5]>>[CH3:1][NH:2][S:4]([C:7]1[CH:8]=[C:9]2[C:14](=[C:15]([C:17]([OH:19])=[O:18])[CH:16]=1)[O:13][CH2:12][CH2:11][CH2:10]2)(=[O:6])=[O:5]. Procedure: 207 g of a 40% aqueous solution of methylamine were introduced into a 1-liter round-bottomed flask and 123 g of finely ground 6-chlorosulphonylchroman-8-carboxylic acid were then added in portions, while maintaining the temperature between 0° C. and 5° C., by cooling. The reactants are OC1CCNCC1 (4-hydroxypiperidine), CC(C)([O-])C.[K+] (potassium tert-butoxide), resultant mixture, O (water), ClC1=C(C=C(C=C1)F)Cl (1,2-Dichloro-4-fluorobenzene). Run in C1CCOC1 (THF), C1CCOC1 (THF). Reaction conditions: time 20 minute. Yields the product ClC=1C=C(OC2CCNCC2)C=CC1Cl (4-(3,4-dichlorophenoxy)piperidine). As a reaction SMILES: [OH:1][CH:2]1[CH2:7][CH2:6][NH:5][CH2:4][CH2:3]1.CC(C)([O-])C.[K+].[Cl:14][C:15]1[CH:20]=[CH:19][C:18](F)=[CH:17][C:16]=1[Cl:22].O>C1COCC1>[Cl:14][C:15]1[CH:20]=[C:19]([CH:18]=[CH:17][C:16]=1[Cl:22])[O:1][CH:2]1[CH2:7][CH2:6][NH:5][CH2:4][CH2:3]1 |f:1.2|. Procedure details: A thin slurry of 4-hydroxypiperidine (50 g, 494 mmol) in THF (200 ml) was added to a stirred suspension of potassium tert-butoxide (110.9 g, 990 mmol) in THF (650 ml) at room temperature and washed in with THF (50 ml). The resultant mixture was stirred under nitrogen for 20 minutes. 1,2-Dichloro-4-fluorobenzene (98 g, 594 mmol) was added and the resultant mixture heated at reflux for 90 minutes. The reaction mixture was cooled to room temperature and water (500 ml) added. The layers were separat... The reactants are NC=1SC(=NN1)S (2-amino-5-mercapto-1,3,4-thiadiazole), Cl (hydrochloric acid), COC1=C(C(=NC=C1)CS(=O)C1=NC2=C(N1)C=C1C(C(C(C1=C2)(C)C)=O)(C)C)C (5,7-dihydro-2-[[(4-methoxy-3 -methyl-2-pyridyl)methyl]sulphinyl]-5,5,7,7 -tetramethylindeno[5,6-d]imidazol-6(1H )-one). Product: 2-[[5-amino-1,3,4-thiadiazol-2 -yl)dithio]methyl, Cl.[Cl-].CC1(C(C(C2=CC=3NC(=NC3C=C12)[N+]1=CC=CC=C1)(C)C)=O)C (1-(1,5,6,7 -tetrahydro-5,5,7,7-tetramethyl-6 -oxoindeno[5,6-d]imidazol-2-yl)pyridinium chloride hydrochloride). Reaction SMILES: NC1S[C:4](S)=[N:5]N=1.COC1C=CN=C(CS([C:19]2[NH:23][C:22]3[CH:24]=[C:25]4[C:29](=[CH:30][C:21]=3[N:20]=2)[C:28]([CH3:32])([CH3:31])[C:27](=[O:33])[C:26]4([CH3:35])[CH3:34])=O)C=1C.[ClH:37]>>[ClH:37].[Cl-:37].[CH3:31][C:28]1([CH3:32])[C:29]2[C:25](=[CH:24][C:22]3[NH:23][C:19]([N+:5]4[CH:4]=[CH:24][CH:22]=[CH:21][CH:30]=4)=[N:20][C:21]=3[CH:30]=2)[C:26]([CH3:35])([CH3:34])[C:27]1=[O:33] |f:3.4.5|. Procedure details: 1.1 g of 2-amino-5-mercapto-1,3,4-thiadiazole are dissolved in 15 ml of about 6N methanolic hydrochloric acid. The solution is treated with 3 g of 5,7-dihydro-2-[[(4-methoxy-3 -methyl-2-pyridyl)methyl]sulphinyl]-5,5,7,7 -tetramethylindeno[5,6-d]imidazol-6(1H )-one. stirred at room temperature and then concentrated by means of a water-jet pump until crystallization is complete. The 2-[[5-amino-1,3,4-thiadiazol-2 -yl)dithio]methyl]-1-(1,5,6,7 -tetrahydro-5,5,7,7-tetramethyl-6 -oxoindeno[5,6-d]imid... Product: Cn1c(COc2ccc(CC3SC(=O)NC3=O)cc2)nc2ccc(Sc3ccccc3)nc21. RXN SMILES: [CH3:1][n:2]1[c:3]([CH2:18][O:19][c:20]2[cH:21][cH:22][c:23]([CH2:24][CH:25]3[C:26](=[O:50])[N:27]([C:31]([c:32]4[cH:33][cH:34][cH:35][cH:36][cH:37]4)([c:38]4[cH:39][cH:40][cH:41][cH:42][cH:43]4)[c:44]4[cH:45][cH:46][cH:47][cH:48][cH:49]4)[C:28](=[O:30])[S:29]3)[cH:51][cH:52]2)[n:4][c:5]2[c:6]1[n:7][c:8]([S:11][c:12]1[cH:13][cH:14][cH:15][cH:16][cH:17]1)[cH:9][cH:10]2.[CH3:53][C:54](=[O:55])[OH:56].[CH3:58][CH2:59][O:60][C:61](=[O:62])[CH3:63].[OH2:57]>>[CH3:1][n:2]1[c:3]([CH2:18][O:19][c:20]2[cH:21][cH:22][c:23]([CH2:24][CH:25]3[C:26](=[O:50])[NH:27][C:28](=[O:30])[S:29]3)[cH:51][cH:52]2)[n:4][c:5]2[c:6]1[n:7][c:8]([S:11][c:12]1[cH:13][cH:14][cH:15][cH:16][cH:17]1)[cH:9][cH:10]2. Starting materials: Cn1c(COc2ccc(CC3SC(=O)N(C(c4ccccc4)(c4ccccc4)c4ccccc4)C3=O)cc2)nc2ccc(Sc3ccccc3)nc21, CC(=O)O, CCOC(C)=O, O. Starting materials: O=C(O)c1ccc(Cl)cc1C(=O)c1ccc(Br)cc1, CCN=C=NCCCN(C)C, CCC(O)CNCc1ccc(S(C)(=O)=O)cc1, CC#N, Cl, O, On1nnc2ccccc21. Product: CCC(O)CN(Cc1ccc(S(C)(=O)=O)cc1)C(=O)c1ccc(Cl)cc1C(=O)c1ccc(Br)cc1. As a reaction SMILES: [Br:1][c:2]1[cH:3][cH:4][c:5]([C:6](=[O:7])[c:8]2[c:9]([C:10](=[O:11])[OH:12])[cH:13][cH:14][c:15]([Cl:17])[cH:16]2)[cH:18][cH:19]1.[CH2:49]([N:50]=[C:51]=[N:52][CH2:53][CH2:54][CH2:55][N:56]([CH3:57])[CH3:58])[CH3:59].[CH3:20][S:21](=[O:22])(=[O:23])[c:24]1[cH:25][cH:26][c:27]([CH2:28][NH:29][CH2:30][CH:31]([CH2:32][CH3:33])[OH:34])[cH:35][cH:36]1.[CH3:60][C:61]#[N:62].[ClH:48].[OH2:37].[OH:38][n:39]1[c:40]2[cH:41][cH:42][cH:43][cH:44][c:45]2[n:46][n:47]1>>[Br:1][c:2]1[cH:3][cH:4][c:5]([C:6](=[O:7])[c:8]2[c:9]([C:10](=[O:12])[N:29]([CH2:28][c:27]3[cH:26][cH:25][c:24]([S:21]([CH3:20])(=[O:22])=[O:23])[cH:36][cH:35]3)[CH2:30][CH:31]([CH2:32][CH3:33])[OH:34])[cH:13][cH:14][c:15]([Cl:17])[cH:16]2)[cH:18][cH:19]1.